describe an organic reaction: reactants, conditions, products, and yield From a dataset of the Open Reaction Database (ORD), a public repository of structured organic reaction records. The reactants are CC(=O)O[BH-](OC(C)=O)OC(C)=O, ClCCl, Cc1ccc(N(CCc2ccc(C(F)(F)F)nc2)C(=O)C(N)c2ccccc2)cc1C, [Na+], O=C1COC1. The product is Cc1ccc(N(CCc2ccc(C(F)(F)F)nc2)C(=O)C(NC2COC2)c2ccccc2)cc1C. As a reaction SMILES: [C:37]([O:38][BH-:39]([O:40][C:41](=[O:42])[CH3:43])[O:44][C:45](=[O:46])[CH3:47])(=[O:48])[CH3:49].[Cl:51][CH2:52][Cl:53].[NH2:1][CH:2]([C:3](=[O:4])[N:5]([CH2:6][CH2:7][c:8]1[cH:9][n:10][c:11]([C:14]([F:15])([F:16])[F:17])[cH:12][cH:13]1)[c:18]1[cH:19][c:20]([CH3:25])[c:21]([CH3:24])[cH:22][cH:23]1)[c:26]1[cH:27][cH:28][cH:29][cH:30][cH:31]1.[Na+:50].[O:32]1[CH2:33][C:34](=[O:36])[CH2:35]1>>[NH:1]([CH:2]([C:3](=[O:4])[N:5]([CH2:6][CH2:7][c:8]1[cH:9][n:10][c:11]([C:14]([F:15])([F:16])[F:17])[cH:12][cH:13]1)[c:18]1[cH:19][c:20]([CH3:25])[c:21]([CH3:24])[cH:22][cH:23]1)[c:26]1[cH:27][cH:28][cH:29][cH:30][cH:31]1)[CH:34]1[CH2:33][O:32][CH2:35]1. The reactants are C#CC1CCCN1C(=O)OC(C)(C)C, [Cu]I, CCOC(=O)c1ccc(I)cc1, O, c1ccc(P(c2ccccc2)(c2ccccc2)[Pd](P(c2ccccc2)(c2ccccc2)c2ccccc2)(P(c2ccccc2)(c2ccccc2)c2ccccc2)P(c2ccccc2)(c2ccccc2)c2ccccc2)cc1. The product is CCOC(=O)c1ccc(C#CC2CCCN2C(=O)OC(C)(C)C)cc1. As a reaction SMILES: [C:13]([CH3:14])([CH3:15])([CH3:16])[O:17][C:18](=[O:19])[N:20]1[CH:21]([C:25]#[CH:26])[CH2:22][CH2:23][CH2:24]1.[Cu:104][I:105].[I:1][c:2]1[cH:3][cH:4][c:5]([C:6](=[O:7])[O:8][CH2:9][CH3:10])[cH:11][cH:12]1.[OH2:106].[cH:27]1[cH:28][cH:29][c:30]([P:31]([Pd:32]([P:33]([c:34]2[cH:35][cH:36][cH:37][cH:38][cH:39]2)([c:40]2[cH:41][cH:42][cH:43][cH:44][cH:45]2)[c:46]2[cH:47][cH:48][cH:49][cH:50][cH:51]2)([P:52]([c:53]2[cH:54][cH:55][cH:56][cH:57][cH:58]2)([c:59]2[cH:60][cH:61][cH:62][cH:63][cH:64]2)[c:65]2[cH:66][cH:67][cH:68][cH:69][cH:70]2)[P:71]([c:72]2[cH:73][cH:74][cH:75][cH:76][cH:77]2)([c:78]2[cH:79][cH:80][cH:81][cH:82][cH:83]2)[c:84]2[cH:85][cH:86][cH:87][cH:88][cH:89]2)([c:90]2[cH:91][cH:92][cH:93][cH:94][cH:95]2)[c:96]2[cH:97][cH:98][cH:99][cH:100][cH:101]2)[cH:102][cH:103]1>>[c:2]1([C:26]#[C:25][CH:21]2[N:20]([C:18]([O:17][C:13]([CH3:14])([CH3:15])[CH3:16])=[O:19])[CH2:24][CH2:23][CH2:22]2)[cH:3][cH:4][c:5]([C:6](=[O:7])[O:8][CH2:9][CH3:10])[cH:11][cH:12]1. The reactants are C(C)(C)(C)OC(=O)NC[C@@H](C(=O)OC)N1CCOCC1 (methyl(S)-3-tert-butoxycarbonylamino-2-morpholin-4-ylpropanoate), solution, Cl (hydrochloric acid). The solvent is CO (methanol), C(C)(C)O (isopropanol). Reaction conditions: temperature 40 celsius, time 20 hour. Yields the product Cl.NC[C@@H](C(=O)OC)N1CCOCC1 (methyl(S)-3-amino-2-morpholin-4-ylpropanoate hydrochloride). Isolated yield 96.0%. Reaction SMILES: C(OC([NH:8][CH2:9][C@H:10]([N:15]1[CH2:20][CH2:19][O:18][CH2:17][CH2:16]1)[C:11]([O:13][CH3:14])=[O:12])=O)(C)(C)C.[ClH:21]>CO.C(O)(C)C>[ClH:21].[NH2:8][CH2:9][C@H:10]([N:15]1[CH2:20][CH2:19][O:18][CH2:17][CH2:16]1)[C:11]([O:13][CH3:14])=[O:12] |f:4.5|. Reported procedure: A solution of 1.4 g (5 mmol) of methyl(S)-3-tert-butoxycarbonylamino-2-morpholin-4-ylpropanoate in 20 ml of methanol and 10 ml of a solution of hydrochloric acid having a 5-6N concentration in isopropanol is stirred at 40° C. for 20 h and then evaporated to dryness. 1.3 g (96%) of methyl(S)-3-amino-2-morpholin-4-ylpropanoate hydrochloride are obtained in the form of a solid. Reactants: O (water), C(C)(C)N1C2=CC=CC=C2C=2C=CC=CC12 (9-Isopropyl-9H-carbazole), [N+](=O)(O)[O-] (nitric acid). The solvent is CC(=O)O (AcOH), CC(=O)O (AcOH). Run at time 15 minute. Product: C(C)(C)N1C2=CC=CC=C2C=2C=C(C=CC12)[N+](=O)[O-] (9-Isopropyl-3-nitro-9H-carbazole). Isolated yield 87.0%. As a reaction SMILES: [CH:1]([N:4]1[C:16]2[CH:15]=[CH:14][CH:13]=[CH:12][C:11]=2[C:10]2[C:5]1=[CH:6][CH:7]=[CH:8][CH:9]=2)([CH3:3])[CH3:2].[N+:17]([O-])([OH:19])=[O:18].O>CC(O)=O>[CH:1]([N:4]1[C:16]2[CH:15]=[CH:14][C:13]([N+:17]([O-:19])=[O:18])=[CH:12][C:11]=2[C:10]2[C:5]1=[CH:6][CH:7]=[CH:8][CH:9]=2)([CH3:3])[CH3:2]. Reported procedure: A solution of 9-Isopropyl-9H-carbazole (Acros, 1.5 9, 7.2 mmol) in AcOH (50 ml) was treated dropwise with a solution of nitric acid (3.35 ml) in AcOH (10 mL) over 30 minutes. When the reaction was complete the mixture was poured into water and stirred for 15 minutes, then the solid filtered and washed with Et2O to afford the desired product as a solid (1.6 g, 87%). The reactants are ClC1=C(C=CC(=C1)Cl)C(=NO)Cl (2,4-dichloro-N-hydroxybenzenecarboximidoyl chloride), CC(C#CC(=O)C=1C=NC=CC1)(C)C (4,4-dimethyl-1-(3-pyridyl)-2-pentyn-1-one), C([O-])(O)=O.[Na+] (sodium bicarbonate), [Cl-] (chloride), C([O-])(O)=O.[Na+] (sodium bicarbonate). The solvent is C(C)(C)O (isopropyl alcohol), CCOCC (ether). Conditions: temperature 55 celsius, time 20 hour. The product is ClC1=C(C=CC(=C1)Cl)C1=NOC(=C1C(=O)C=1C=NC=CC1)C(C)(C)C (3-(2,4-Dichlorophenyl)-5-(1,1-dimethylethyl)-4-[(3-pyridyl)carbonyl]isoxazole). The yield is 76.6%. As a reaction SMILES: [Cl:1][C:2]1[CH:7]=[C:6]([Cl:8])[CH:5]=[CH:4][C:3]=1[C:9](Cl)=[N:10][OH:11].[CH3:13][C:14]([CH3:26])([CH3:25])[C:15]#[C:16][C:17]([C:19]1[CH:20]=[N:21][CH:22]=[CH:23][CH:24]=1)=[O:18].C(=O)(O)[O-].[Na+].[Cl-]>C(O)(C)C.CCOCC>[Cl:1][C:2]1[CH:7]=[C:6]([Cl:8])[CH:5]=[CH:4][C:3]=1[C:9]1[C:16]([C:17]([C:19]2[CH:20]=[N:21][CH:22]=[CH:23][CH:24]=2)=[O:18])=[C:15]([C:14]([CH3:26])([CH3:25])[CH3:13])[O:11][N:10]=1 |f:2.3|. Procedure details: A mixture of 72 mg (0.32 mmol) of 2,4-dichloro-N-hydroxybenzenecarboximidoyl chloride, 60 mg (0.32 mmol) of 4,4-dimethyl-1-(3-pyridyl)-2-pentyn-1-one, and 32 mg (0.38 mmol, 1.2 equivalents) of sodium bicarbonate in 2.5 mL of isopropyl alcohol was heated at 55° C. for 16 hrs on a rotary table shaker. A second addition of 25 mg of carboximidoyl chloride and 10 mg of sodium bicarbonate was followed by another 20 hrs at 55° C. The reaction mixture was cooled, diluted with ether, and then washed with... Reactants: COC(=O)c1ccc2c(=O)[nH]sc2c1, [Na], C1CCOC1, O=C(Cl)c1ccco1. Product: COC(=O)c1ccc2c(=O)n(C(=O)c3ccco3)sc2c1. As a reaction SMILES: [CH3:9][O:10][C:11](=[O:12])[c:13]1[cH:14][c:15]2[c:16]([c:17](=[O:20])[nH:18][s:19]2)[cH:21][cH:22]1.[Na:23].[O:24]1[CH2:25][CH2:26][CH2:27][CH2:28]1.[o:1]1[c:2]([C:6](=[O:7])[Cl:8])[cH:3][cH:4][cH:5]1>>[o:1]1[c:2]([C:6](=[O:7])[n:18]2[c:17](=[O:20])[c:16]3[c:15]([cH:14][c:13]([C:11]([O:10][CH3:9])=[O:12])[cH:22][cH:21]3)[s:19]2)[cH:3][cH:4][cH:5]1. The product is CC=1N(C=CN1)C=1N=C(C2=C(N1)SC=C2C)NCC2=CC(=C(C=C2)OC)Cl (2-(2-methylimidazol-1-yl)-5-methyl-4-(3-chloro-4-methoxybenzylamino)-thieno-[2,3-d]-pyrimidine). Reaction SMILES: [CH3:1][C:2]1[NH:3][CH:4]=[CH:5][N:6]=1.Cl[C:8]1[N:9]=[C:10]([NH:18][CH2:19][C:20]2[CH:25]=[CH:24][C:23]([O:26][CH3:27])=[C:22]([Cl:28])[CH:21]=2)[C:11]2[C:16]([CH3:17])=[CH:15][S:14][C:12]=2[N:13]=1>>[CH3:1][C:2]1[N:3]([C:8]2[N:9]=[C:10]([NH:18][CH2:19][C:20]3[CH:25]=[CH:24][C:23]([O:26][CH3:27])=[C:22]([Cl:28])[CH:21]=3)[C:11]3[C:16]([CH3:17])=[CH:15][S:14][C:12]=3[N:13]=2)[CH:4]=[CH:5][N:6]=1. Procedure details: Following the procedure of Example 97, the reaction of 2-methylimidazole with 2-chloro-5-methyl-4-(3-chloro-4-methoxybenzylamino)-thieno-[2,3-d]-pyrimidine gives 2-(2-methylimidazol-1-yl)-5-methyl-4-(3-chloro-4-methoxybenzylamino)-thieno-[2,3-d]-pyrimidine. The reactants are CC=1NC=CN1 (2-methylimidazole), ClC=1N=C(C2=C(N1)SC=C2C)NCC2=CC(=C(C=C2)OC)Cl (2-chloro-5-methyl-4-(3-chloro-4-methoxybenzylamino)-thieno-[2,3-d]-pyrimidine).